From a dataset of the Open Reaction Database (ORD), a public repository of structured organic reaction records. describe an organic reaction: reactants, conditions, products, and yield Starting materials: [H-].[Al+3].[Li+].[H-].[H-].[H-] (lithium aluminum hydride), C(C)OC=1C=C(C=CC1OCC)C=1SC=C(N1)C1=CC=CC(=N1)C(=O)OCC (2-(3,4-diethoxyphenyl)-4-(2-ethoxycarbonyl-6-pyridyl)thiazole), S(=O)(=O)([O-])[O-].[Na+].[Na+] (sodium sulfate). Solvent: O1CCCC1 (tetrahydrofuran). Reaction conditions: time 2 hour. Product: C(C)OC=1C=C(C=CC1OCC)C=1SC=C(N1)C1=CC=CC(=N1)CO (2-(3,4-diethoxyphenyl)-4-(2-hydroxymethyl-6-pyridyl)thiazole). Isolated yield 21.0%. As a reaction SMILES: [H-].[Al+3].[Li+].[H-].[H-].[H-].[CH2:7]([O:9][C:10]1[CH:11]=[C:12]([C:19]2[S:20][CH:21]=[C:22]([C:24]3[N:29]=[C:28]([C:30](OCC)=[O:31])[CH:27]=[CH:26][CH:25]=3)[N:23]=2)[CH:13]=[CH:14][C:15]=1[O:16][CH2:17][CH3:18])[CH3:8].S([O-])([O-])(=O)=O.[Na+].[Na+]>O1CCCC1>[CH2:7]([O:9][C:10]1[CH:11]=[C:12]([C:19]2[S:20][CH:21]=[C:22]([C:24]3[N:29]=[C:28]([CH2:30][OH:31])[CH:27]=[CH:26][CH:25]=3)[N:23]=2)[CH:13]=[CH:14][C:15]=1[O:16][CH2:17][CH3:18])[CH3:8] |f:0.1.2.3.4.5,7.8.9|. Procedure details: 200 mg of lithium aluminum hydride was added, at 0° C., to a solution of 1.92 g of 2-(3,4-diethoxyphenyl)-4-(2-ethoxycarbonyl-6-pyridyl)thiazole in 150 ml of tetrahydrofuran. The mixture was stirred in an argon atmosphere for 2 hours. The reaction mixture was mixed with 1 ml of a saturated sodium sulfate slution. The resulting mixture was stirred at 0° C. for 30 minutes and filtered through Celite. The filtrate was concentrated. The residue was purified by silica gel column chromatography and re... Reactants: CCCCCC.C(C)(=O)OCC (hexane ethyl acetate), ClC1=CC=C(CN2C=C(C3=CC=CC=C23)C(O)C=2N(C=C(N2)C2=NC=CC=C2)COCC[Si](C)(C)C)C=C1 ([1-(4-chloro-benzyl)-1H-indol-3-yl]-[4-pyridin-2-yl-1-(2-trimethylsilanyl-ethoxymethyl)-1H-imidazol-2-yl]-methanol). Reagents/catalysts: O=[Mn]=O (MnO2). The solvent is ClCCl (dichloromethane). Conditions: time 2 hour. Yields the product ClC1=CC=C(CN2C=C(C3=CC=CC=C23)C(=O)C=2N(C=C(N2)C2=NC=CC=C2)COCC[Si](C)(C)C)C=C1 ([1-(4-chloro-benzyl)-1H-indol-3-yl]-[4-pyridin-2-yl-1-(2-trimethylsilanyl-ethoxymethyl)-1H-imidazol-2-yl]-methanone). The yield is 0.1%. RXN SMILES: [Cl:1][C:2]1[CH:38]=[CH:37][C:5]([CH2:6][N:7]2[C:15]3[C:10](=[CH:11][CH:12]=[CH:13][CH:14]=3)[C:9]([CH:16]([C:18]3[N:19]([CH2:29][O:30][CH2:31][CH2:32][Si:33]([CH3:36])([CH3:35])[CH3:34])[CH:20]=[C:21]([C:23]4[CH:28]=[CH:27][CH:26]=[CH:25][N:24]=4)[N:22]=3)[OH:17])=[CH:8]2)=[CH:4][CH:3]=1.CCCCCC.C(OCC)(=O)C>ClCCl.O=[Mn]=O>[Cl:1][C:2]1[CH:38]=[CH:37][C:5]([CH2:6][N:7]2[C:15]3[C:10](=[CH:11][CH:12]=[CH:13][CH:14]=3)[C:9]([C:16]([C:18]3[N:19]([CH2:29][O:30][CH2:31][CH2:32][Si:33]([CH3:34])([CH3:35])[CH3:36])[CH:20]=[C:21]([C:23]4[CH:28]=[CH:27][CH:26]=[CH:25][N:24]=4)[N:22]=3)=[O:17])=[CH:8]2)=[CH:4][CH:3]=1 |f:1.2|. Reported procedure: A mixture of [1-(4-chloro-benzyl)-1H-indol-3-yl]-[4-pyridin-2-yl-1-(2-trimethylsilanyl-ethoxymethyl)-1H-imidazol-2-yl]-methanol (10 mg, 18.4 mmol) and MnO2 (0.2 g, 2.3 mmol) in dichloromethane (5 mL) was stirred at room temperature for two hours. Flash silica gel chromatography (2:1 hexane/ethyl acetate) afforded the oxidized product [1-(4-chloro-benzyl)-1H-indol-3-yl]-[4-pyridin-2-yl-1-(2-trimethylsilanyl-ethoxymethyl)-1H-imidazol-2-yl]-methanone as a syrup (10 mg, 100%). 1H NMR (CDCl3) δ−0.02 ... Reactants: ClC1(C(C2C(CCC12)CCCCCCC)=O)Cl (7,7-dichloro-4-heptylbicyclo[3.2.0]heptan-6-one), O1CC1 (oxirane), dimethylsulfonium methylide. Reagents/catalysts: [Zn] (zinc). The solvent is C(C)(=O)O (acetic acid). Product: C(CCCCCC)C1CCC2CC(CC12)=O (4-heptylbicyclo[3.3.0]octan-7-one). As a reaction SMILES: Cl[C:2]1(Cl)[CH:8]2[CH:4]([CH:5]([CH2:9][CH2:10][CH2:11][CH2:12][CH2:13][CH2:14][CH3:15])[CH2:6][CH2:7]2)[C:3]1=[O:16].O1C[CH2:19]1>[Zn].C(O)(=O)C>[CH2:9]([CH:5]1[CH:4]2[CH:8]([CH2:2][C:3](=[O:16])[CH2:19]2)[CH2:7][CH2:6]1)[CH2:10][CH2:11][CH2:12][CH2:13][CH2:14][CH3:15]. Procedure details: The product is dehalogenated as in Example 1C using zinc and acetic acid and the 4-heptylbicyclo[3.2.0]heptan-6-one is converted to the oxirane (Formula I, X=--(CH2)6 --CH3) by the process of Example 2 using dimethylsulfonium methylide at room temperature. By the process of Example 3 there is formed 4-heptylbicyclo[3.3.0]octan-7-one. Reactants: BrC=1C=C(C=CC1)N1C(=CC(C(=C1)OCC1=CC=C(C=C1)OC)=O)C=O (1-(3-bromophenyl)-5-[(4-methoxybenzyl)oxy]-4-oxo-1,4-dihydropyridine-2-carbaldehyde), FC(F)(F)[Si](C)(C)C ((trifluoromethyl)trimethylsilane), solution, [F-].C(CCC)[N+](CCCC)(CCCC)CCCC (tetrabutylammonium fluoride). Run in C1CCOC1 (THF), ClCCl (dichloromethane), C1CCOC1 (THF). Conditions: temperature 0 celsius, time 1 hour. Yields the product BrC=1C=C(C=CC1)N1C(=CC(C(=C1)OCC1=CC=C(C=C1)OC)=O)C(C(F)(F)F)O (1-(3-bromophenyl)-5-[(4-methoxybenzyl)oxy]-2-(2,2,2-trifluoro-1-hydroxyethyl)pyridin-4(1H)-one). As a reaction SMILES: [Br:1][C:2]1[CH:3]=[C:4]([N:8]2[CH:13]=[C:12]([O:14][CH2:15][C:16]3[CH:21]=[CH:20][C:19]([O:22][CH3:23])=[CH:18][CH:17]=3)[C:11](=[O:24])[CH:10]=[C:9]2[CH:25]=[O:26])[CH:5]=[CH:6][CH:7]=1.[F:27][C:28]([Si](C)(C)C)([F:30])[F:29].[F-].C([N+](CCCC)(CCCC)CCCC)CCC>C1COCC1.ClCCl>[Br:1][C:2]1[CH:3]=[C:4]([N:8]2[CH:13]=[C:12]([O:14][CH2:15][C:16]3[CH:21]=[CH:20][C:19]([O:22][CH3:23])=[CH:18][CH:17]=3)[C:11](=[O:24])[CH:10]=[C:9]2[CH:25]([OH:26])[C:28]([F:30])([F:29])[F:27])[CH:5]=[CH:6][CH:7]=1 |f:2.3|. Procedure: To a semi-suspension of 1-(3-bromophenyl)-5-[(4-methoxybenzyl)oxy]-4-oxo-1,4-dihydropyridine-2-carbaldehyde (500 mg, 1.21 mmol) in THF (5 mL) at 0° C. was added (trifluoromethyl)trimethylsilane solution (5.3 mL of 0.5 mL solution in THF) followed by tetrabutylammonium fluoride solution (0.1 mL of a 1 M solution in THF). The reaction mixture was stirred at 0° C. for 1 h and then quenched by adding water. The quenched reaction mixture was then diluted with dichloromethane, washed with brine (1×), ...